describe an organic reaction: reactants, conditions, products, and yield From a dataset of the Open Reaction Database (ORD), a public repository of structured organic reaction records. The reactants are O=C([O-])[O-], C1CCNC1, Cc1ccccc1, CCCCCC, [Cs+], [Cs+], CCOC(=O)C1=Cc2ccc(I)cc2OC1C(F)(F)F, CC(=O)[O-], CC(=O)[O-], [Pd+2]. Product: CCOC(=O)C1=Cc2ccc(N3CCCC3)cc2OC1C(F)(F)F. As a reaction SMILES: [C:21](=[O:22])([O-:23])[O-:24].[CH2:27]1[CH2:28][CH2:29][NH:30][CH2:31]1.[CH3:32][c:33]1[cH:34][cH:35][cH:36][cH:37][cH:38]1.[CH3:39][CH2:40][CH2:41][CH2:42][CH2:43][CH3:44].[Cs+:25].[Cs+:26].[I:1][c:2]1[cH:3][cH:4][c:5]2[c:10]([cH:11]1)[O:9][CH:8]([C:12]([F:13])([F:14])[F:15])[C:7]([C:16](=[O:17])[O:18][CH2:19][CH3:20])=[CH:6]2.[O-:46][C:47]([CH3:48])=[O:49].[O-:50][C:51]([CH3:52])=[O:53].[Pd+2:45]>>[c:2]1([N:30]2[CH2:29][CH2:28][CH2:27][CH2:31]2)[cH:3][cH:4][c:5]2[c:10]([cH:11]1)[O:9][CH:8]([C:12]([F:13])([F:14])[F:15])[C:7]([C:16](=[O:17])[O:18][CH2:19][CH3:20])=[CH:6]2. Starting materials: C(C)C1=CC=C(C=C1)C1=NSC(=C1COC1=C(C(=C(C=C1)CCC(=O)OCC)C)C)C(C)C (ethyl 3-(4-[[3-(4-ethylphenyl)-5-(propan-2-yl)-1,2-thiazol-4-yl]methoxy]-2,3-dimethylphenyl)propanoate), [Li+].[OH-] (LiOH). Solvent: O1CCCC1.O (tetrahydrofuran H2O). Run at temperature 25 celsius, time 12 hour. Yields the product C(C)C1=CC=C(C=C1)C1=NSC(=C1COC1=C(C(=C(C=C1)CCC(=O)O)C)C)C(C)C (3-(4-[[3-(4-ethylphenyl)-5-(propan-2-yl)-1,2-thiazol-4-yl]methoxy]-2,3-dimethylphenyl)propanoic acid). RXN SMILES: [CH2:1]([C:3]1[CH:8]=[CH:7][C:6]([C:9]2[C:13]([CH2:14][O:15][C:16]3[CH:21]=[CH:20][C:19]([CH2:22][CH2:23][C:24]([O:26]CC)=[O:25])=[C:18]([CH3:29])[C:17]=3[CH3:30])=[C:12]([CH:31]([CH3:33])[CH3:32])[S:11][N:10]=2)=[CH:5][CH:4]=1)[CH3:2].[Li+].[OH-]>O1CCCC1.O>[CH2:1]([C:3]1[CH:4]=[CH:5][C:6]([C:9]2[C:13]([CH2:14][O:15][C:16]3[CH:21]=[CH:20][C:19]([CH2:22][CH2:23][C:24]([OH:26])=[O:25])=[C:18]([CH3:29])[C:17]=3[CH3:30])=[C:12]([CH:31]([CH3:32])[CH3:33])[S:11][N:10]=2)=[CH:7][CH:8]=1)[CH3:2] |f:1.2,3.4|. Reported procedure: Into a 25-mL round-bottom flask, was placed ethyl 3-(4-[[3-(4-ethylphenyl)-5-(propan-2-yl)-1,2-thiazol-4-yl]methoxy]-2,3-dimethylphenyl)propanoate (73.1 mg, 0.16 mmol, 1.00 equiv), LiOH (73 mg, 3.05 mmol, 19.42 equiv), tetrahydrofuran/H2O (5 mL). The resulting solution was stirred for 12 h at 25° C. The resulting solution was concentrated. The pH value of the residue was adjusted to 3 with 1M hydrogen chloride. The resulting solution was extracted with 3×40 mL of dichloromethane and the organic ... As a reaction SMILES: C([O:3][C:4]([C:6]1[CH:10]=[C:9]([C:11]2[N:15]3[C:16]4[C:21]([N:22]=[C:23]([NH:24][CH2:25][CH2:26][CH2:27][OH:28])[C:14]3=[N:13][CH:12]=2)=[CH:20][C:19]([C:29]([F:32])([F:31])[F:30])=[CH:18][CH:17]=4)[NH:8][N:7]=1)=O)C.[H-].[H-].[H-].[H-].[Li+].[Al+3].O1CCOCC1>C1COCC1>[OH:3][CH2:4][C:6]1[CH:10]=[C:9]([C:11]2[N:15]3[C:16]4[C:21]([N:22]=[C:23]([NH:24][CH2:25][CH2:26][CH2:27][OH:28])[C:14]3=[N:13][CH:12]=2)=[CH:20][C:19]([C:29]([F:30])([F:32])[F:31])=[CH:18][CH:17]=4)[NH:8][N:7]=1 |f:1.2.3.4.5.6|. Product: OCC1=NNC(=C1)C1=CN=C2N1C1=CC=C(C=C1N=C2NCCCO)C(F)(F)F (3-({1-[3-(hydroxymethyl)-1H-pyrazol-5-yl]-7(trifluoromethyl)imidazo[1,2-a]quinoxalin-4-yl}amino)propan-1-ol). Procedure: To a solution of 5-[4-(3-Hydroxy-propylamino)-7-trifluoromethyl-imidazo[1,2-a]quinoxalin-1-yl]-1H-pyrazole-3-carboxylic acid ethyl ester (0.08 mmol; 36 mg), in THF (0.2 mL) under argon cooled to 0° C., was added LAH (0.24 mmol; 10 mg). The reaction was slowly warmed up to room temperature over 4 hr, then to 45° C. overnight. After addition of dioxane (1 mL), the mixture was heated to 75° C. for 24 hr. After quenching with Rochelle's salt, the mixture was extracted with ethyle acetate. The organi... Reactants: [H-].[H-].[H-].[H-].[Li+].[Al+3] (LAH), C(C)OC(=O)C1=NNC(=C1)C1=CN=C2N1C1=CC=C(C=C1N=C2NCCCO)C(F)(F)F (5-[4-(3-Hydroxy-propylamino)-7-trifluoromethyl-imidazo[1,2-a]quinoxalin-1-yl]-1H-pyrazole-3-carboxylic acid ethyl ester), O1CCOCC1 (dioxane). Run in C1CCOC1 (THF). The yield is 25.0%. Starting materials: CCN(CC)C1=CC2=C(C=C1)C3(C4=CC=CC=C4C(=O)O3)C5=CC(=C(C=C5O2)C)NC6=CC=CC=C6 (N-102), C(Cl)Cl (methylene chloride), P(=O)([O-])([O-])[O-] (phosphate), C[C@H](CCCC(C)C)[C@H]1CC[C@@H]\2[C@@]1(CCC/C2=C\C=C/3\C[C@H](CCC3=C)O)C (vitamin D3), C[C@H](CCCC(C)C)[C@H]1CC[C@@H]\2[C@@]1(CCC/C2=C\C=C/3\C[C@H](CCC3=C)O)C (vitamin D3). The solvent is C(C)O (ethanol). Reaction conditions: time 48 hour. Yields the product C[C@H](CCCC(C)(C)O)[C@H]1CC[C@@H]\2[C@@]1(CCC/C2=C\C=C/3\C[C@H](CCC3=C)O)C (25-hydroxyvitamin D3). RXN SMILES: CCN(C1C=CC2C3(C4C(OC=2C=1)=CC(C)=C(NC1C=CC=CC=1)C=4)OC(=[O:20])C1C3=CC=CC=1)CC.P([O-])([O-])([O-])=O.[CH3:42][C@@H:43]([C@@H:50]1[C@@:54]2([CH3:69])[CH2:55][CH2:56][CH2:57]/[C:58](=[CH:59]\[CH:60]=[C:61]3\[CH2:62][C@@H:63]([OH:68])[CH2:64][CH2:65][C:66]\3=[CH2:67])/[C@@H:53]2[CH2:52][CH2:51]1)[CH2:44][CH2:45][CH2:46][CH:47]([CH3:49])[CH3:48].C(Cl)Cl>C(O)C>[CH3:42][C@@H:43]([C@@H:50]1[C@@:54]2([CH3:69])[CH2:55][CH2:56][CH2:57]/[C:58](=[CH:59]\[CH:60]=[C:61]3\[CH2:62][C@@H:63]([OH:68])[CH2:64][CH2:65][C:66]\3=[CH2:67])/[C@@H:53]2[CH2:52][CH2:51]1)[CH2:44][CH2:45][CH2:46][C:47]([OH:20])([CH3:48])[CH3:49]. Reported procedure: Nocardia autotrophica N-102 in the same BG medium (100 ml/500 ml-Erlenmeyer flask) as used in Example 1 was cultured at 28° C. under the aerobic conditions for 48 hours. To the culture solution were added 10 ml of a 5% PMCD (made by Mercian Co.) solution (0.01 M phosphate buffer, pH 7.0) and a solution of 2% vitamin D3 in 1 ml of ethanol (in the amount of 7 mol of PMCD relative to 1 mol of vitamin D3), and cultivation was continued for a further 96 hours. After completion of the cultivation, 200... Reactants: [F-].C(CCC)[N+](CCCC)(CCCC)CCCC (tetrabutylammonium fluoride), C(C)(C)(C)[Si](OC=1C(=C(C=CC1)NC(CNC1=CC(=C(C=C1)F)F)=O)C)(C)C (N-[3-(tert-Butyl-dimethyl-silanyloxy)-2-methyl-phenyl]-2-(3,4-difluoro-phenylamino)-acetamide). The solvent is C1CCOC1 (THF), C1CCOC1 (THF). Run at time 1 hour. The product is FC=1C=C(C=CC1F)NCC(=O)NC1=C(C(=CC=C1)O)C (2-(3,4-Difluorophenylamino)-N-(3-hydroxy-2-methylphenyl)acetamide). RXN SMILES: [F-].C([N+](CCCC)(CCCC)CCCC)CCC.C([Si](C)(C)[O:24][C:25]1[C:26]([CH3:44])=[C:27]([NH:31][C:32](=[O:43])[CH2:33][NH:34][C:35]2[CH:40]=[CH:39][C:38]([F:41])=[C:37]([F:42])[CH:36]=2)[CH:28]=[CH:29][CH:30]=1)(C)(C)C>C1COCC1>[F:42][C:37]1[CH:36]=[C:35]([NH:34][CH2:33][C:32]([NH:31][C:27]2[CH:28]=[CH:29][CH:30]=[C:25]([OH:24])[C:26]=2[CH3:44])=[O:43])[CH:40]=[CH:39][C:38]=1[F:41] |f:0.1|. Procedure: A solution of tetrabutylammonium fluoride in THF (1M, 4.6 ml) was added to a solution of the product from step (c) (1.71 g) in THF (20 ml). The mixture was stirred at room temperature for 1 hour and evaporated to dryness. The residue was purified by flash chromatography eluting with 3% ethanol (EtOH) in dichloromethane (CH2Cl2) to give the product as a white solid. Yield 0.82 g.